From a dataset of the Open Reaction Database (ORD), a public repository of structured organic reaction records. describe an organic reaction: reactants, conditions, products, and yield As a reaction SMILES: [C:1](OC(=O)C)(=[O:3])[CH3:2].[NH2:8][C:9]1[C:14]([Cl:15])=[CH:13][C:12]([CH:16]([CH2:18][NH:19][CH2:20][CH2:21][CH2:22][CH2:23][CH2:24][CH2:25][O:26][CH2:27][CH2:28][C:29]2[CH:34]=[CH:33][CH:32]=[CH:31][N:30]=2)[OH:17])=[CH:11][C:10]=1[Cl:35].O.[CH3:37][CH2:38][O:39]CC>N1C=CC=CC=1>[C:1]([O:17][CH:16]([CH2:18][N:19]([C:38](=[O:39])[CH3:37])[CH2:20][CH2:21][CH2:22][CH2:23][CH2:24][CH2:25][O:26][CH2:27][CH2:28][C:29]1[CH:34]=[CH:33][CH:32]=[CH:31][N:30]=1)[C:12]1[CH:13]=[C:14]([Cl:15])[C:9]([NH2:8])=[C:10]([Cl:35])[CH:11]=1)(=[O:3])[CH3:2]. The reactants are C(C)(=O)OC(C)=O (Acetic anhydride), NC1=C(C=C(C=C1Cl)C(O)CNCCCCCCOCCC1=NC=CC=C1)Cl (4-amino-3,5-dichloro-α-[[[6-[2-(2-pyridinyl)ethoxy]hexyl]amino]methyl]benzenemethanol), O (water), C(C)(=O)OC(C)=O (acetic anhydride), CCOCC (ether). The product is C(C)(=O)OC(C1=CC(=C(C(=C1)Cl)N)Cl)CN(CCCCCCOCCC1=NC=CC=C1)C(C)=O (α-[[Acetyl[6-[2-(2-pyridinyl)ethoxy]hexyl]amino]methyl]-4-amino-3,5-dichlorobenzenemethanol acetate). Run at time 8 hour. Procedure: Acetic anhydride (132 mg) in pyridine (2 ml) was added dropwise to a solution of 4-amino-3,5-dichloro-α-[[[6-[2-(2-pyridinyl)ethoxy]hexyl]amino]methyl]benzenemethanol (250 mg) in pyridine (2 ml). The solution was stirred under nitrogen at room temperature overnight and more acetic anhydride (66 mg) in pyridine was added. After stirring for a further 12 h, the solution was evaporated in vacuo to give an oil which was partioned between water (5 ml) and ether (5 ml). The aqueous layer was re-extrac... The solvent is N1=CC=CC=C1 (pyridine), N1=CC=CC=C1 (pyridine), N1=CC=CC=C1 (pyridine).